From a dataset of the Open Reaction Database (ORD), a public repository of structured organic reaction records. describe an organic reaction: reactants, conditions, products, and yield Reactants: FC1=C(C=CC=C1)NN=CC1=C(C=C(C=C1Br)C)Br (2,6-Dibromo-4-methylbenzaldehyde (2-fluorophenyl)hydrazone), BrC1=C(C=O)C(=CC(=C1)C)Br (2,6-dibromo-4-methylbenzaldehyde), Cl.C1(=CC=CC=C1)NN (phenylhydrazine hydrochloride). Product: C1(=CC=CC=C1)NN=CC1=C(C=C(C=C1Br)C)Br (2,6-Dibromo-4-methylbenzaldehyde phenylhydrazone). RXN SMILES: F[C:2]1[CH:7]=[CH:6][CH:5]=[CH:4][C:3]=1[NH:8][N:9]=[CH:10][C:11]1[C:16]([Br:17])=[CH:15][C:14]([CH3:18])=[CH:13][C:12]=1[Br:19].BrC1C=C(C)C=C(Br)C=1C=O.Cl.C1(NN)C=CC=CC=1>>[C:3]1([NH:8][N:9]=[CH:10][C:11]2[C:12]([Br:19])=[CH:13][C:14]([CH3:18])=[CH:15][C:16]=2[Br:17])[CH:4]=[CH:5][CH:6]=[CH:7][CH:2]=1 |f:2.3|. Reported procedure: Similarly prepared to Intermediate 25 from 2,6-dibromo-4-methylbenzaldehyde and phenylhydrazine hydrochloride. Procedure: A solution of (S)-ethyl 2-tert-butoxy-2-(7-(4-chlorophenyl)-2-(2-(4-isopropylpiperazin-1-yl)pyridin-4-yl)-5-methylbenzo[d]thiazol-6-yl)acetate (36.7 mg, 0.059 mmol), 5M NaOH (236 μL, 1.18 mmol)) in methanol (0.2 mL) and THF (1.0 mL) was stirred at 45° C. for 2 h, then stirred overnight at rt. Acetic acid (1 drop) and DMF (0.3 mL) were added and mixture concentrated to ˜0.3 mL, diluted with DMF/methanol, filtered and purified by Gilson HPLC (Gemini, 5 to 100% ACN/H2O+0.1% TFA) to give product aft... The reagents and catalysts are C(C)(=O)O (Acetic acid). As a reaction SMILES: [C:1]([O:5][C@@H:6]([C:12]1[C:35]([CH3:36])=[CH:34][C:15]2[N:16]=[C:17]([C:19]3[CH:24]=[CH:23][N:22]=[C:21]([N:25]4[CH2:30][CH2:29][N:28]([CH:31]([CH3:33])[CH3:32])[CH2:27][CH2:26]4)[CH:20]=3)[S:18][C:14]=2[C:13]=1[C:37]1[CH:42]=[CH:41][C:40]([Cl:43])=[CH:39][CH:38]=1)[C:7]([O:9]CC)=[O:8])([CH3:4])([CH3:3])[CH3:2].[OH-].[Na+].C1COCC1.CN(C=O)C>CO.C(O)(=O)C>[C:1]([O:5][C@@H:6]([C:12]1[C:35]([CH3:36])=[CH:34][C:15]2[N:16]=[C:17]([C:19]3[CH:24]=[CH:23][N:22]=[C:21]([N:25]4[CH2:30][CH2:29][N:28]([CH:31]([CH3:32])[CH3:33])[CH2:27][CH2:26]4)[CH:20]=3)[S:18][C:14]=2[C:13]=1[C:37]1[CH:42]=[CH:41][C:40]([Cl:43])=[CH:39][CH:38]=1)[C:7]([OH:9])=[O:8])([CH3:3])([CH3:4])[CH3:2] |f:1.2|. The product is C(C)(C)(C)O[C@H](C(=O)O)C1=C(C2=C(N=C(S2)C2=CC(=NC=C2)N2CCN(CC2)C(C)C)C=C1C)C1=CC=C(C=C1)Cl ((S)-2-tert-butoxy-2-(7-(4-chlorophenyl)-2-(2-(4-isopropylpiperazin-1-yl)pyridin-4-yl)-5-methylbenzo[d]thiazol-6-yl)acetic acid). The solvent is CO (methanol). The reactants are CN(C)C=O (DMF), C(C)(C)(C)O[C@H](C(=O)OCC)C1=C(C2=C(N=C(S2)C2=CC(=NC=C2)N2CCN(CC2)C(C)C)C=C1C)C1=CC=C(C=C1)Cl ((S)-ethyl 2-tert-butoxy-2-(7-(4-chlorophenyl)-2-(2-(4-isopropylpiperazin-1-yl)pyridin-4-yl)-5-methylbenzo[d]thiazol-6-yl)acetate), [OH-].[Na+] (NaOH), C1CCOC1 (THF). Conditions: time 8 hour. Starting materials: C(C)(=O)OC(C)=O (Acetic anhydride), CC=1NC(=C(C(C1C(=O)OCC)C1=C(C=CC=C1)[N+](=O)[O-])C(=O)OCC)C=O (diethyl 2-methyl-4-(2-nitrophenyl)-6-formyl-1,4-dihydropyridine-3,5-dicarboxylate), Cl.NO (hydroxylamine hydrochloride), C(C)(=O)[O-].[Na+] (sodium acetate). Solvent: C(C)(=O)OCC (ethyl acetate), C1=CC=CC=C1 (benzene), C(C)(=O)O (acetic acid). Run at time 30 minute. The product is CC=1NC(=C(C(C1C(=O)OCC)C1=C(C=CC=C1)[N+](=O)[O-])C(=O)OCC)C#N (diethyl 2-methyl-4-(2-nitrophenyl)-6-cyano-1,4-dihydropyridine-3,5-dicarboxylate). Isolated yield 61.1%. RXN SMILES: [CH3:1][C:2]1[NH:3][C:4]([CH:27]=O)=[C:5]([C:22]([O:24][CH2:25][CH3:26])=[O:23])[CH:6]([C:13]2[CH:18]=[CH:17][CH:16]=[CH:15][C:14]=2[N+:19]([O-:21])=[O:20])[C:7]=1[C:8]([O:10][CH2:11][CH3:12])=[O:9].Cl.[NH2:30]O.C([O-])(=O)C.[Na+].C(OC(=O)C)(=O)C>C(O)(=O)C.C(OCC)(=O)C.C1C=CC=CC=1>[CH3:1][C:2]1[NH:3][C:4]([C:27]#[N:30])=[C:5]([C:22]([O:24][CH2:25][CH3:26])=[O:23])[CH:6]([C:13]2[CH:18]=[CH:17][CH:16]=[CH:15][C:14]=2[N+:19]([O-:21])=[O:20])[C:7]=1[C:8]([O:10][CH2:11][CH3:12])=[O:9] |f:1.2,3.4|. Procedure: A mixture of diethyl 2-methyl-4-(2-nitrophenyl)-6-formyl-1,4-dihydropyridine-3,5-dicarboxylate (2.03 g), hydroxylamine hydrochloride (417 mg), sodium acetate (861.4 mg) in acetic acid (15 ml) was stirred at room temperature for 30 minutes. Acetic anhydride (1 ml) was added to the reaction mixture, and the mixture was stirred at room temperature for 90 minutes and further refluxed for an hour. The acetic acid was distilled off under reduced pressure, and to the resultant residue was added water, ... Starting materials: C(C)(C)(C)OC(=O)N1CCC2=C(CC1)C(=C(C=C2)Cl)SC(N(C)C)=O (3-tert-butoxycarbonyl-7-chloro-6-dimethylcarbamoylthio-2,3,4,5-tetrahydro-1H-benzo[d]azepine), Cl.ClCC=1N=C(SC1)C (4-chloromethyl-2-methylthiazole hydrochloride). The product is Cl.ClC1=C(C2=C(CCNCC2)C=C1)SCC=1N=C(SC1)C (7-Chloro-6-(2-methylthiazol-4-ylmethylthio)-2,3,4,5-tetrahydro-1H-benzo[d]azepine Hydrochloride). As a reaction SMILES: C(OC([N:8]1[CH2:14][CH2:13][C:12]2[C:15]([S:20][C:21](=O)N(C)C)=[C:16]([Cl:19])[CH:17]=[CH:18][C:11]=2[CH2:10][CH2:9]1)=O)(C)(C)C.Cl.ClC[C:29]1[N:30]=[C:31]([CH3:34])[S:32][CH:33]=1>>[ClH:19].[Cl:19][C:16]1[CH:17]=[CH:18][C:11]2[CH2:10][CH2:9][NH:8][CH2:14][CH2:13][C:12]=2[C:15]=1[S:20][CH2:21][C:29]1[N:30]=[C:31]([CH3:34])[S:32][CH:33]=1 |f:1.2,3.4|. Reported procedure: Use a method similar to the Example 332, using 3-tert-butoxycarbonyl-7-chloro-6-dimethylcarbamoylthio-2,3,4,5-tetrahydro-1H-benzo[d]azepine and 4-chloromethyl-2-methylthiazole hydrochloride to give, after deprotection by the General Procedure 1-4, the title compound as a white solid. MS (APCI+) m/z: 325 (M+H)+. The reactants are C(=O)(OC(C)(C)C)N1CCC(CC1)C(CC(=O)OCC)=O (N-Boc-4-(2-ethoxycarbonyl-acetyl)-piperidine), C(C(=O)O)(=O)O.C1(CC1)NN (cyclopropyl hydrazine oxalate), C(C)(C)(C)C=1C=C(C(=C(C1)NC(C1=CC(=C(C=C1)C)N1N=NC(=C1)C=1C=NN(C1C1CC1)C(C)C)=O)OC)NS(=O)(=O)C (N-(5-tert-Butyl-3-methanesulfonylamino-2-methoxy-phenyl)-3-[4-(5-cyclopropyl-1-isopropyl-1H-pyrazol-4-yl)-[1,2,3]triazol-1-yl]-4-methyl-benzamide). Yields the product C(=O)(OC(C)(C)C)N1CCC(CC1)C=1N(N=CC1C(=O)OCC)C1CC1 (N-Boc-4-(2-Cyclopropyl-4-ethoxycarbonyl-2H-pyrazol-3-yl)-piperidine). As a reaction SMILES: [C:1]([N:8]1[CH2:13][CH2:12][CH:11]([C:14](=O)[CH2:15][C:16]([O:18][CH2:19][CH3:20])=[O:17])[CH2:10][CH2:9]1)([O:3][C:4]([CH3:7])([CH3:6])[CH3:5])=[O:2].[C:22](O)(=O)C(O)=O.[CH:28]1([NH:31][NH2:32])[CH2:30][CH2:29]1.C(C1C=C(NS(C)(=O)=O)C(OC)=C(NC(=O)C2C=CC(C)=C(N3C=C(C4C=NN(C(C)C)C=4C4CC4)N=N3)C=2)C=1)(C)(C)C>>[C:1]([N:8]1[CH2:13][CH2:12][CH:11]([C:14]2[N:31]([CH:28]3[CH2:30][CH2:29]3)[N:32]=[CH:22][C:15]=2[C:16]([O:18][CH2:19][CH3:20])=[O:17])[CH2:10][CH2:9]1)([O:3][C:4]([CH3:7])([CH3:6])[CH3:5])=[O:2] |f:1.2|. Reported procedure: N-Boc-4-(2-Cyclopropyl-4-ethoxycarbonyl-2H-pyrazol-3-yl)-piperidine was prepared from N-Boc-4-(2-ethoxycarbonyl-acetyl)-piperidine and cyclopropyl hydrazine oxalate in the same manner as 5-cyclopropyl-1-isopropyl-1H-pyrazole-4-carboxylic acid ethyl ester (Example 49).